Dataset: the Open Reaction Database (ORD), a public repository of structured organic reaction records. Task: describe an organic reaction: reactants, conditions, products, and yield Starting materials: O=C(Cl)c1ccccc1, ClC(Cl)Cl, CCOC(=O)c1ccc2c(c1)NCc1ccccc1O2, c1ccncc1. The product is CCOC(=O)c1ccc2c(c1)N(C(=O)c1ccccc1)Cc1ccccc1O2. RXN SMILES: [C:21]([c:22]1[cH:23][cH:24][cH:25][cH:26][cH:27]1)(=[O:28])[Cl:29].[CH:36]([Cl:37])([Cl:38])[Cl:39].[cH:1]1[cH:2][cH:3][cH:4][c:5]2[c:6]1[CH2:7][NH:8][c:9]1[c:10]([cH:12][cH:13][c:14]([C:16](=[O:17])[O:18][CH2:19][CH3:20])[cH:15]1)[O:11]2.[cH:30]1[cH:31][cH:32][n:33][cH:34][cH:35]1>>[cH:1]1[cH:2][cH:3][cH:4][c:5]2[c:6]1[CH2:7][N:8]([C:21]([c:22]1[cH:23][cH:24][cH:25][cH:26][cH:27]1)=[O:28])[c:9]1[c:10]([cH:12][cH:13][c:14]([C:16](=[O:17])[O:18][CH2:19][CH3:20])[cH:15]1)[O:11]2. The reactants are [OH-].[NH4+] (ammonium hydroxide), ClC=1C=CC=C2C(=C(N=NC12)C1=CC=CC=C1)O (8-chloro-3-phenylcinnolin-4-ol), P(=O)(Br)(Br)Br (POBr3), ice water. The solvent is CN(C)C=O (DMF). Product: BrC1=C(N=NC2=C(C=CC=C12)Cl)C1=CC=CC=C1 (4-bromo-8-chloro-3-phenyl-cinnoline). Yield: 12.5%. Reaction SMILES: [Cl:1][C:2]1[CH:3]=[CH:4][CH:5]=[C:6]2[C:11]=1[N:10]=[N:9][C:8]([C:12]1[CH:17]=[CH:16][CH:15]=[CH:14][CH:13]=1)=[C:7]2O.P(Br)(Br)([Br:21])=O.[OH-].[NH4+]>CN(C=O)C>[Br:21][C:7]1[C:6]2[C:11](=[C:2]([Cl:1])[CH:3]=[CH:4][CH:5]=2)[N:10]=[N:9][C:8]=1[C:12]1[CH:17]=[CH:16][CH:15]=[CH:14][CH:13]=1 |f:2.3|. Procedure details: A solution of 8-chloro-3-phenylcinnolin-4-ol (2.40 g, 9.3 mol) and POBr3 (10.0 g, 35 mmol) in DMF (100 mL) was heated to 50° C. for 2 hours. The reaction was poured into ice-water, adjusted to pH to ˜10 by diluted ammonium hydroxide and extracted with ethyl acetate. The combined organics were concentrated to yield 4-bromo-8-chloro-3-phenyl-cinnoline (1.40 g) as a pale yellow solid. MS m/z 321, 323 [M+H]+;